Dataset: the Open Reaction Database (ORD), a public repository of structured organic reaction records. Task: describe an organic reaction: reactants, conditions, products, and yield Reactants: C(#N)C=1C=C(SC1NN)C(=O)OC(C)(C)C (tert-butyl 4-cyano-5-hydrazinothiophene-2-carboxylate), Cl (hydrochloric acid), solution. Solvent: CO (methyl alcohol), C(C)(=O)OCC (ethyl acetate). Reaction conditions: time 14 hour. Product: NC=1C2=C(NN1)SC(=C2)C(=O)OC(C)(C)C (tert-butyl 3-amino-1H-thieno[2,3-c]pyrazole-5-carboxylate). The yield is 89.5%. RXN SMILES: [C:1]([C:3]1[CH:4]=[C:5]([C:10]([O:12][C:13]([CH3:16])([CH3:15])[CH3:14])=[O:11])[S:6][C:7]=1[NH:8][NH2:9])#[N:2].Cl>CO.C(OCC)(=O)C>[NH2:2][C:1]1[C:3]2[CH:4]=[C:5]([C:10]([O:12][C:13]([CH3:16])([CH3:15])[CH3:14])=[O:11])[S:6][C:7]=2[NH:8][N:9]=1. Procedure details: A mixture of tert-butyl 4-cyano-5-hydrazinothiophene-2-carboxylate (1.0 g, 4.2 mmol) and hydrochloric acid (0.7 mL of a 37% solution) in methyl alcohol (15 mL) was stirred at room temperature for 14 hours. The reaction mixture was diluted with ethyl acetate (50 mL) and washed with an aqueous solution of sodium bicarbonate. Organic layer was separated, dried over anhydrous sodium sulfate and evaporated to afford 0.9 g of the title compound. Starting materials: N([C@@H](CCCNC(N[N+](=O)[O-])=N)C(=O)O)C(=O)OC(C)(C)C (Boc-Arg(NO2)-OH), S1C(=CC=C1)CN (thiophene-2-methanamine), CN(C)C(=[N+](C)C)ON1C2=C(C=CC=C2)N=N1.[B-](F)(F)(F)F (TBTU), NC(NCCC[C@@H](NC(=O)OC(C)(C)C)C(=O)NCC=1SC=CC1)=N[N+](=O)[O-] ((R)-N5 -[amino(nitroimino)methyl]-N2 -[(tert.-butyloxy)carbonyl]-N-[(2-thienyl)methyl]-ornithinamide), FC(C(=O)O)(F)F (trifluoroacetic acid). Product: NC(NCCC[C@@H](N)C(=O)NCC=1SC=CC1)=N[N+](=O)[O-] ((R)-N5 -[Amino(nitroimino)methyl]-N-[(2-thienyl)methyl]-ornithinamide). Reaction SMILES: N(C(OC(C)(C)C)=O)[C@H](C(O)=O)CCCNC(=N)N[N+]([O-])=O.S1C=CC=C1CN.CN(C(ON1N=NC2C=CC=CC1=2)=[N+](C)C)C.[B-](F)(F)(F)F.[NH2:52][C:53](=[N:76][N+:77]([O-:79])=[O:78])[NH:54][CH2:55][CH2:56][CH2:57][C@H:58]([C:67]([NH:69][CH2:70][C:71]1[S:72][CH:73]=[CH:74][CH:75]=1)=[O:68])[NH:59]C(OC(C)(C)C)=O.FC(F)(F)C(O)=O>>[NH2:52][C:53](=[N:76][N+:77]([O-:79])=[O:78])[NH:54][CH2:55][CH2:56][CH2:57][C@H:58]([C:67]([NH:69][CH2:70][C:71]1[S:72][CH:73]=[CH:74][CH:75]=1)=[O:68])[NH2:59] |f:2.3|. Procedure details: First of all Boc-Arg(NO2)-OH was reacted with thiophene-2-methanamine and TBTU as in Example 8a). The resulting (R)-N5 -[amino(nitroimino)methyl]-N2 -[(tert.-butyloxy)carbonyl]-N-[(2-thienyl)methyl]-ornithinamide was then reacted, without purification, with trifluoroacetic acid as in Example 23b). The crude product obtained in a quantitative yield was further processed without purification. The reactants are C[Si](OC(=C)C=1OC=CC1)(C)C (1-Trimethylsilyloxy-1-(furan-2-yl)ethylene), C1(CCCCC1)C=CC(=O)C1=C(C=CC(=C1)F)O (3-cyclohexyl-1-(2-hydroxy-5-fluorophenyl)-2-propen-1-one), resin. Run in CS(=O)C (dimethyl sulfoxide). Run at temperature 70 celsius. Product: C1(CCCCC1)C(CC(=O)C1=C(C=CC(=C1)F)O)CC(=O)C=1OC=CC1 (3-cyclohexyl-1-(2-hydroxy-5-fluorophenyl)-5-(furan-2-yl)-1,5-pentanedione). As a reaction SMILES: C[Si](C)(C)[O:3][C:4]([C:6]1[O:7][CH:8]=[CH:9][CH:10]=1)=[CH2:5].[CH:13]1([CH:19]=[CH:20][C:21]([C:23]2[CH:28]=[C:27]([F:29])[CH:26]=[CH:25][C:24]=2[OH:30])=[O:22])[CH2:18][CH2:17][CH2:16][CH2:15][CH2:14]1>CS(C)=O>[CH:13]1([CH:19]([CH2:3][C:4]([C:6]2[O:7][CH:8]=[CH:9][CH:10]=2)=[O:5])[CH2:20][C:21]([C:23]2[CH:28]=[C:27]([F:29])[CH:26]=[CH:25][C:24]=2[OH:30])=[O:22])[CH2:18][CH2:17][CH2:16][CH2:15][CH2:14]1. Procedure details: 1-Trimethylsilyloxy-1-(furan-2-yl)ethylene (1.64 g, 9.0 mmol; prepared according to J. Chem. Soc., Perkin Trans. I 1989, 1585) and CSF (0.41 g, 2.7 mmol) were added to a suspension of 3-cyclohexyl-1-(2-hydroxy-5-fluorophenyl)-2-propen-1-one on Wang resin (3.0 g, 1.8 mmol) in dimethyl sulfoxide (40 mL). The reaction mixture was heated to 70° C. for 3 h and the reaction was quenched with 10% AcOH/CH2Cl2. The resin was filtered, washed with DMF (×2) and alternating MeOH and CH2Cl2 (×5), and dried u... Product: Cc1nn(C)c(OCCN(C)c2ccccc2)c1C(=O)c1ccc(Cl)cc1Cl. Reaction SMILES: [Br:1][CH2:2][CH2:3][O:4][c:5]1[c:6]([C:12]([c:13]2[c:14]([Cl:20])[cH:15][c:16]([Cl:19])[cH:17][cH:18]2)=[O:21])[c:7]([CH3:11])[n:8][n:9]1[CH3:10].[CH3:22][NH:23][c:24]1[cH:25][cH:26][cH:27][cH:28][cH:29]1>>[CH2:2]([CH2:3][O:4][c:5]1[c:6]([C:12]([c:13]2[c:14]([Cl:20])[cH:15][c:16]([Cl:19])[cH:17][cH:18]2)=[O:21])[c:7]([CH3:11])[n:8][n:9]1[CH3:10])[N:23]([CH3:22])[c:24]1[cH:25][cH:26][cH:27][cH:28][cH:29]1. Starting materials: Cc1nn(C)c(OCCBr)c1C(=O)c1ccc(Cl)cc1Cl, CNc1ccccc1. RXN SMILES: [C:1]([C:5]1[CH:6]=[C:7]([O:12][CH3:13])[CH:8]=[CH:9][C:10]=1[OH:11])([CH3:4])([CH3:3])[CH3:2].[H-].[Na+].[CH3:16][C:17]([CH3:22])([CH3:21])[C:18](Cl)=[O:19]>CN(C)C=O>[C:1]([C:5]1[CH:6]=[C:7]([O:12][CH3:13])[CH:8]=[CH:9][C:10]=1[O:11][C:18](=[O:19])[C:17]([CH3:22])([CH3:21])[CH3:16])([CH3:4])([CH3:2])[CH3:3] |f:1.2|. Run at time 30 minute. Product: C(C)(C)(C)C=1C=C(C=CC1OC(C(C)(C)C)=O)OC (3-t-butyl-4-trimethylacetoxyanisole). Reactants: [H-].[Na+] (sodium hydride), C(C)(C)(C)C=1C=C(C=CC1O)OC (3-t-butyl-4-hydroxyanisole), CC(C(=O)Cl)(C)C (trimethylacetyl chloride). Reported procedure: 5.00 g of 3-t-butyl-4-hydroxyanisole was dissolved in 30 ml of dimethylformamide and the solution was added dropwise into a suspension of 1.33 g of oily sodium hydride in 30 ml of dimethylformamide at 0° C. under a nitrogen stream. After stirring for 30 minutes, 3.76 ml of trimethylacetyl chloride was added dropwise and the solution was stirred overnight and allowed to attain room temperature. After the reaction was quenched with a saturated aqueous ammonium chloride solution, the reaction solut... The yield is 72.0%. Run in CN(C=O)C (dimethylformamide), CN(C=O)C (dimethylformamide).